This data is from the Open Reaction Database (ORD), a public repository of structured organic reaction records. The task is: describe an organic reaction: reactants, conditions, products, and yield The reactants are COC1=CC=C(C=C1C(=O)O)C(=O)N (6-methoxyisophthalamic acid), FC1=C(N)C=CC(=C1)F (2,4-difluoroaniline). Yields the product FC1=C(C=CC(=C1)F)NC(C=1C=C(C(=O)N)C=CC1OC)=O (3-N-(2,4-difluorophenyl)-4-methoxyisophthalamide). RXN SMILES: [CH3:1][O:2][C:3]1[C:8]([C:9]([OH:11])=O)=[CH:7][C:6]([C:12]([NH2:14])=[O:13])=[CH:5][CH:4]=1.[F:15][C:16]1[CH:22]=[C:21]([F:23])[CH:20]=[CH:19][C:17]=1[NH2:18]>>[F:15][C:16]1[CH:22]=[C:21]([F:23])[CH:20]=[CH:19][C:17]=1[NH:18][C:9](=[O:11])[C:8]1[CH:7]=[C:6]([CH:5]=[CH:4][C:3]=1[O:2][CH3:1])[C:12]([NH2:14])=[O:13]. Procedure details: The captioned compound was synthesized from 6-methoxyisophthalamic acid and 2,4-difluoroaniline by the same procedure as in the manufacturing method described in step C of Example 1-3-1. The reactants are [Si](C)(C)(C(C)(C)C)OCCN[C@H]1CCC2=C(C=CC=C12)C1=CN=C(S1)C=1C=CC(=C(C#N)C1)OC(C)C ((S)-5-(5-(1-((2-((tert-butyldimethylsilyl)oxy)ethyl)amino)-2,3-dihydro-1H-inden-4-yl)thiazol-2-yl)-2-isopropoxybenzonitrile), Cl (HCl). The solvent is CCOCC (ether), CCOCC (ether). Conditions: time 12 hour. The product is OCCN[C@H]1CCC2=C(C=CC=C12)C1=CN=C(S1)C=1C=CC(=C(C#N)C1)OC(C)C ((S)-5-(5-(1-((2-hydroxyethyl)amino)-2,3-dihydro-1H-inden-4-yl)thiazol-2-yl)-2-isopropoxybenzonitrile). Yield: 79.5%. As a reaction SMILES: [Si]([O:8][CH2:9][CH2:10][NH:11][C@@H:12]1[C:20]2[C:15](=[C:16]([C:21]3[S:25][C:24]([C:26]4[CH:27]=[CH:28][C:29]([O:34][CH:35]([CH3:37])[CH3:36])=[C:30]([CH:33]=4)[C:31]#[N:32])=[N:23][CH:22]=3)[CH:17]=[CH:18][CH:19]=2)[CH2:14][CH2:13]1)(C(C)(C)C)(C)C.Cl>CCOCC>[OH:8][CH2:9][CH2:10][NH:11][C@@H:12]1[C:20]2[C:15](=[C:16]([C:21]3[S:25][C:24]([C:26]4[CH:27]=[CH:28][C:29]([O:34][CH:35]([CH3:37])[CH3:36])=[C:30]([CH:33]=4)[C:31]#[N:32])=[N:23][CH:22]=3)[CH:17]=[CH:18][CH:19]=2)[CH2:14][CH2:13]1. Procedure details: To a solution of (S)-5-(5-(1-((2-((tert-butyldimethylsilyl)oxy)ethyl)amino)-2,3-dihydro-1H-inden-4-yl)thiazol-2-yl)-2-isopropoxybenzonitrile (10 mg, 0.018 mmol) in ether (1 mL) was added 2N HCl in ether (0.1 mL). The mixture was stirred at room temperature for 12 h and solvent was evaporated. The crude material was purified by a preparative HPLC to afford 6 mg (80%) of (S)-5-(5-(1-((2-hydroxyethyl)amino)-2,3-dihydro-1H-inden-4-yl)thiazol-2-yl)-2-isopropoxybenzonitrile 92. LCMS-ESI (m/z) calculat...